From a dataset of the Open Reaction Database (ORD), a public repository of structured organic reaction records. describe an organic reaction: reactants, conditions, products, and yield Starting materials: C(=O)([O-])[O-].[K+].[K+] (K2CO3), [N+](=O)([O-])C1=CC=C2C=CNC2=C1 (6-nitroindole), Cl.ClCCN1CCOCC1 (4-(2-chloroethyl)morpholine hydrochloride). The solvent is CC#N (CH3CN). Yields the product N1(CCOCC1)CCN1C=CC2=CC=C(C=C12)N (1-(2-morpholin-4-ylethyl)indole-6-ylamine). RXN SMILES: C([O-])([O-])=O.[K+].[K+].[N+:7]([C:10]1[CH:18]=[C:17]2[C:13]([CH:14]=[CH:15][NH:16]2)=[CH:12][CH:11]=1)([O-])=O.Cl.Cl[CH2:21][CH2:22][N:23]1[CH2:28][CH2:27][O:26][CH2:25][CH2:24]1>CC#N>[N:23]1([CH2:22][CH2:21][N:16]2[C:17]3[C:13](=[CH:12][CH:11]=[C:10]([NH2:7])[CH:18]=3)[CH:14]=[CH:15]2)[CH2:28][CH2:27][O:26][CH2:25][CH2:24]1 |f:0.1.2,4.5|. Procedure details: K2CO3 (5.08 g, 36.726 mmol) was added to a slurry of 6-nitroindole (1.985 g, 12.242 mmol), 4-(2-chloroethyl)morpholine hydrochloride (2.278 g, 12.242 mmol), and CH3CN (100 ml). The mix was heated at reflux for 18 h, then cooled to RT, filtered, and concentrated in vacuo. The crude was eluted through a silica gel column with a gradient of 3:97 to 5:95 and finally 8:92 MeOH:CH2Cl2, to yield upon drying 1-(2-morpholin-4-yl-ethyl)-6-nitro-1H-indole which was hydrogenated at regular condition describ...